Dataset: the Open Reaction Database (ORD), a public repository of structured organic reaction records. Task: describe an organic reaction: reactants, conditions, products, and yield The reactants are C(C)(=O)O (acetic acid), [N+](=O)([O-])C1=CC=C(C=C1)C(CC1=CC=C(O1)C(=O)OCC)C(C)=O (ethyl 5-(2-(4-nitrophenyl)-3-oxobutyl)-2-furancarboxylate), O (Water), C(C)(CC)[BH-](C(C)CC)C(C)CC.[Li+] (lithium tri-sec-butylborohydride). Run in C(C)(=O)OCC (Ethyl acetate), O1CCCC1 (tetrahydrofuran), O1CCCC1 (tetrahydrofuran). Reaction conditions: temperature -78 celsius. Yields the product OC(C(CC1=CC=C(O1)C(=O)OCC)C1=CC=C(C=C1)[N+](=O)[O-])C (ethyl 5-{(2RS,3SR)-3-hydroxy-2-(4-nitrophenyl)butyl}-2-furancarboxylate). The yield is 66.4%. RXN SMILES: [N+:1]([C:4]1[CH:9]=[CH:8][C:7]([CH:10]([C:22](=[O:24])[CH3:23])[CH2:11][C:12]2[O:16][C:15]([C:17]([O:19][CH2:20][CH3:21])=[O:18])=[CH:14][CH:13]=2)=[CH:6][CH:5]=1)([O-:3])=[O:2].C([BH-](C(CC)C)C(CC)C)(CC)C.[Li+].O.C(O)(=O)C>O1CCCC1.C(OCC)(=O)C>[OH:24][CH:22]([CH3:23])[CH:10]([C:7]1[CH:6]=[CH:5][C:4]([N+:1]([O-:3])=[O:2])=[CH:9][CH:8]=1)[CH2:11][C:12]1[O:16][C:15]([C:17]([O:19][CH2:20][CH3:21])=[O:18])=[CH:14][CH:13]=1 |f:1.2|. Reported procedure: 5.48 g of ethyl 5-(2-(4-nitrophenyl)-3-oxobutyl)-2-furancarboxylate was dissolved in 50 ml of tetrahydrofuran, and 16.5 ml of a 1M tetrahydrofuran solution of lithium tri-sec-butylborohydride was added under cooling to -78° C. with stirring, followed by stirring at the same temperature for 2 hours. Water was added to the reaction solution, followed by stirring at room temperature for 30 minutes. Then, the solution was acidified by an addition of acetic acid. Ethyl acetate was added thereto for e...